From a dataset of the Open Reaction Database (ORD), a public repository of structured organic reaction records. describe an organic reaction: reactants, conditions, products, and yield Starting materials: CC(C)(C)OC(=O)NC(COc1ccc(Br)cc1)C(=O)O, CCN=C=NCCCN(C)C, Cl, COC(=O)C(N)C(C)C, CN(C)C=O, On1nnc2ccccc21. The product is COC(=O)C(NC(=O)C(COc1ccc(Br)cc1)NC(=O)OC(C)(C)C)C(C)C. As a reaction SMILES: [Br:1][c:2]1[cH:3][cH:4][c:5]([O:6][CH2:7][CH:8]([C:9](=[O:10])[OH:11])[NH:12][C:13](=[O:14])[O:15][C:16]([CH3:17])([CH3:18])[CH3:19])[cH:20][cH:21]1.[CH3:32][CH2:33][N:34]=[C:35]=[N:36][CH2:37][CH2:38][CH2:39][N:40]([CH3:41])[CH3:42].[ClH:43].[NH2:44][CH:45]([C:46](=[O:47])[O:48][CH3:49])[CH:50]([CH3:51])[CH3:52].[O:53]=[CH:54][N:55]([CH3:56])[CH3:57].[OH:22][n:23]1[c:24]2[c:25]([cH:26][cH:27][cH:28][cH:29]2)[n:30][n:31]1>>[Br:1][c:2]1[cH:3][cH:4][c:5]([O:6][CH2:7][CH:8]([C:9](=[O:11])[NH:44][CH:45]([C:46](=[O:47])[O:48][CH3:49])[CH:50]([CH3:51])[CH3:52])[NH:12][C:13](=[O:14])[O:15][C:16]([CH3:17])([CH3:18])[CH3:19])[cH:20][cH:21]1. The product is CC1=CC=C(C=C1)S(=O)(=O)NC1=NC(=NN1)C1=CC=CC=C1 (4-Methyl-N-[3-(phenyl)-1,2,4-triazol-5-yl]benzenesulfonamide). The solvent is N1=CC=CC=C1 (pyridine), CCCCCC (hexane). RXN SMILES: [C:1]1([C:7]2[NH:8][C:9]([NH2:12])=[N:10][N:11]=2)[CH:6]=[CH:5][CH:4]=[CH:3][CH:2]=1.[CH3:13][C:14]1[CH:19]=[CH:18][C:17]([S:20](Cl)(=[O:22])=[O:21])=[CH:16][CH:15]=1.CCOC(C)=O>N1C=CC=CC=1.CCCCCC>[CH3:13][C:14]1[CH:19]=[CH:18][C:17]([S:20]([NH:12][C:9]2[NH:10][N:11]=[C:7]([C:1]3[CH:2]=[CH:3][CH:4]=[CH:5][CH:6]=3)[N:8]=2)(=[O:22])=[O:21])=[CH:16][CH:15]=1. Yield: 48.4%. The reactants are C1(=CC=CC=C1)C=1NC(=NN1)N (5-phenyl-4H-1,2,4-triazol-3-amine), CC1=CC=C(C=C1)S(=O)(=O)Cl (4-methylbenzenesulfonyl chloride), crude product, CCOC(=O)C (EtOAc). Procedure details: To a solution of 5-phenyl-4H-1,2,4-triazol-3-amine (354 mg, 2 mmol) in dry pyridine (10 mL) was added 4-methylbenzenesulfonyl chloride (427 mg, 2.24 mmol). The solution was stirred at room temperature under Argon. After 48 h, the pyridine was removed in vacuo and flashed off with toluene. The residue was partitioned between CH2Cl2 and 1M NaOH. The organic phase was washed with 1M NaOH until no turbidity was observed on rectification of a small sample. The alkaline phase was made acidic (˜pH 3) w... Conditions: time 48 hour. Starting materials: dibromo, BrC(=C[C@@H]1N(CCC1)C(=O)OC(C)(C)C)Br ((R)-2-(2,2-dibromoethenyl)-1pyrrolidinecarboxylic acid, 1,1-dimethylethyl ester), O1CCCC1 (tetrahydrofuran), alkyl lithium, C(C)(CC)[Li] (sec-butyllithium). Run in CCOCC (ether). Product: C(#C)[C@@H]1N(CCC1)C(=O)OC(C)(C)C ((R)-2-ethynyl-1-pyrrolidinecarboxylic acid, 1,1-dimethylethyl ester). Reaction SMILES: Br[C:2](Br)=[CH:3][C@H:4]1[CH2:8][CH2:7][CH2:6][N:5]1[C:9]([O:11][C:12]([CH3:15])([CH3:14])[CH3:13])=[O:10].O1CCCC1.C([Li])(CC)C>CCOCC>[C:3]([C@H:4]1[CH2:8][CH2:7][CH2:6][N:5]1[C:9]([O:11][C:12]([CH3:15])([CH3:14])[CH3:13])=[O:10])#[CH:2]. Reported procedure: In accordance with Scheme I, N-α-t-BOC-D-proline 2a is reacted in an ether solvent such as tetrahydrofuran at a temperature ranging from -2° C. to the reflux temperature of the solvent with 10M borane-methyl sulfide complex to produce (R)-2-(hydroxymethyl)-1pyrrolidinecarboxylic acid, 1,1-dimethylethyl ester 3a. Compound 3a in a chlorinated hydrocarbon solvent such as methylene chloride is treated with an oxidizing agent such as pyridinium chlorochromate, 4Å molecular sieves and glacial acetic a...